From a dataset of the Open Reaction Database (ORD), a public repository of structured organic reaction records. describe an organic reaction: reactants, conditions, products, and yield Starting materials: ClC1=NC(=CC=C1)CCO (2-(2-Chloropyridin-6-yl)ethanol), COC1=CC=C(CN)C=C1 (4-methoxybenzylamine). Solvent: CCOC(=O)C (EtOAc), O (water). The product is COC1=CC=C(CNC2=NC(=CC=C2)CCO)C=C1 (2-[2-(4-Methoxybenzylamino)pyridin-6-yl]ethanol). Reaction SMILES: Cl[C:2]1[CH:7]=[CH:6][CH:5]=[C:4]([CH2:8][CH2:9][OH:10])[N:3]=1.[CH3:11][O:12][C:13]1[CH:20]=[CH:19][C:16]([CH2:17][NH2:18])=[CH:15][CH:14]=1>CCOC(C)=O.O>[CH3:11][O:12][C:13]1[CH:20]=[CH:19][C:16]([CH2:17][NH:18][C:2]2[CH:7]=[CH:6][CH:5]=[C:4]([CH2:8][CH2:9][OH:10])[N:3]=2)=[CH:15][CH:14]=1. Procedure: Chloropyridine 30-2 (150 mg, 0.95 mmol) and 4-methoxybenzylamine (4 mL, 31 mmol) were combined neat and heated in a sealed tube at 160° for 4 days. After diluting with EtOAc and water the pH was adjusted to 7 phases separated and the organic phase was washed with brine, dried (MgSO4) and concentrated. Flash chromatography (twice on silica, 50% and 40% EtOAc/hexane) provided 30-3 as a yellow semi-solid. RXN SMILES: [CH3:1][O:2][C:3](=[O:34])[C:4](=[O:33])[C:5]1[CH:10]=[CH:9][C:8]([O:11][CH2:12][CH2:13][O:14][C:15]2[C:24]([O:25]CC3C=CC=CC=3)=[CH:23][C:22]3[C:17](=[CH:18][CH:19]=[CH:20][CH:21]=3)[CH:16]=2)=[CH:7][CH:6]=1.[H][H]>O1CCCC1.[Pd]>[CH3:1][O:2][C:3](=[O:34])[C:4](=[O:33])[C:5]1[CH:10]=[CH:9][C:8]([O:11][CH2:12][CH2:13][O:14][C:15]2[C:24]([OH:25])=[CH:23][C:22]3[C:17](=[CH:18][CH:19]=[CH:20][CH:21]=3)[CH:16]=2)=[CH:7][CH:6]=1. Run in O1CCCC1 (tetrahydrofuran), O1CCCC1 (tetrahydrofuran). Isolated yield 18.3%. Procedure: A mixture of alpha-oxo-4-[[2-[3-(phenylmethoxy)-2-naphthalenyloxy]ethyl]oxy]benzeneacetic acid methyl ester (0.456 g) in tetrahydrofuran (3 mL) was added to a flask containing 10% palladium on carbon catalyst and 5 mL of tetrahydrofuran in a hydrogen atmosphere. The mixture was stirred until one equivalent of hydrogen was absorbed and the reaction was filtered and the organic solvent was removed by evaporation. Chromatography on silica gel and elution with dichloromethane-hexane mixtures provide... Reactants: [H][H] (hydrogen), COC(C(C1=CC=C(C=C1)OCCOC1=CC2=CC=CC=C2C=C1OCC1=CC=CC=C1)=O)=O (alpha-oxo-4-[[2-[3-(phenylmethoxy)-2-naphthalenyloxy]ethyl]oxy]benzeneacetic acid methyl ester), [H][H] (hydrogen). The product is COC(C(C1=CC=C(C=C1)OCCOC1=CC2=CC=CC=C2C=C1O)=O)=O (4-[[2-(3-hydroxy-2-naphthalenyloxy)ethyl]oxy]-alphaoxobenzeneacetic acid methyl ester). Reagents/catalysts: [Pd] (palladium on carbon). The reactants are alcohol, alcohol, C(Cl)(Cl)Cl (CHCl3), Hexanes IPA, C(C)(=O)OC=C (vinyl acetate), O1C(C=CC=C1)O (pyranol), C([O-])([O-])=O (carbonate). Run in C1CCOC1 (THF), CCOCC (Et2O). Conditions: temperature 17.5 celsius. Product: O1[C@@H]2[C@H]([C@H](CC1)O)CCC2 ((4S,4aS,7aS)-Octahydrocyclopenta[b]pyran-4-ol). As a reaction SMILES: [C:1]([O:4][CH:5]=[CH2:6])(=O)[CH3:2].O1C=[CH:11][CH:10]=[CH:9]C1O.C(Cl)(Cl)Cl.[C:18](=O)([O-])[O-:19]>C1COCC1.CCOCC>[O:4]1[CH2:5][CH2:6][C@H:18]([OH:19])[C@@H:2]2[CH2:9][CH2:10][CH2:11][C@H:1]12. Procedure: Racemic alcohol (±)-18 (68 mg, 0.48 mmol) was dissolved in THF (5 mL) and vinyl acetate (225 μL, 2.4 mmol) was added. Amano lipase PS-30 (30 mg) was added and the resulting suspension was stirred at 15-20° C. The mixture was left stirring for >48 h until around 50% conversion was reached (as seen by NMR). The resulting suspension was diluted with Et2O and filtered on celite, the filter cake rinsed with Et2O. After evaporation of the remaining solvent, the residue was purified by column chromatog... Reactants: [H-].[Na+] (sodium hydride), FC1=CC=C(C#N)C=C1 (4-fluoro-benzonitrile), CC1(COC2(OC1)CCC(CC2)O)C (3,3-dimethyl-1,5-dioxa-spiro[5.5]undecan-9-ol), NE4-A05445-029. Solvent: CN(C)C=O (DMF), CN(C)C=O (DMF), CN(C)C=O (DMF). Conditions: time 1 hour. Product: xx, CC1(COC2(OC1)CCC(CC2)OC2=CC=C(C#N)C=C2)C (4-(3,3-Dimethyl-1,5-dioxa-spiro[5.5]undec-9-yloxy)-benzonitrile). As a reaction SMILES: [CH3:1][C:2]1([CH3:14])[CH2:7][O:6][C:5]2([CH2:12][CH2:11][CH:10]([OH:13])[CH2:9][CH2:8]2)[O:4][CH2:3]1.[H-].[Na+].F[C:18]1[CH:25]=[CH:24][C:21]([C:22]#[N:23])=[CH:20][CH:19]=1>CN(C=O)C>[CH3:1][C:2]1([CH3:14])[CH2:3][O:4][C:5]2([CH2:8][CH2:9][CH:10]([O:13][C:18]3[CH:25]=[CH:24][C:21]([C:22]#[N:23])=[CH:20][CH:19]=3)[CH2:11][CH2:12]2)[O:6][CH2:7]1 |f:1.2|. Procedure: Add dropwise a solution of 3,3-dimethyl-1,5-dioxa-spiro[5.5]undecan-9-ol, (NE4-A05445-029, 1377 mg, 6.88 mmol) in DMF (2.0 mL) to a suspension of sodium hydride (412 mg, 10.32 mmol) in DMF (8.0 mL). Let the reaction mixture stir at room temperature for 1 h, then heat while stirring at 50° C. for 20 minutes (min). Add dropwise a solution of 4-fluoro-benzonitrile (1000 mg, 8.26 mmol) in DMF (4.2 mL). Continue the heating at 60° C. and stirring for 2 hours (h). Concentrate the reaction mixture to r... Reaction conditions: time 72 hour. As a reaction SMILES: [F:1][C:2]([F:7])([CH2:5][OH:6])[CH2:3][OH:4].FC1C=CC(B(O)O)=CC=1.C([O-])([O-])=O.[K+].[K+].[CH2:24](Br)[C:25]1[CH:30]=[CH:29][CH:28]=[CH:27][CH:26]=1>CN(C=O)C.C(OCC)(=O)C>[CH2:24]([O:4][CH2:3][C:2]([F:7])([F:1])[CH2:5][OH:6])[C:25]1[CH:30]=[CH:29][CH:28]=[CH:27][CH:26]=1 |f:2.3.4|. The reactants are FC(CO)(CO)F (2,2-difluoropropane-1,3-diol), FC(CO)(CO)F (2,2-difluoropropane-1,3-diol), FC1=CC=C(C=C1)B(O)O (4-fluorophenylboronic acid), C(=O)([O-])[O-].[K+].[K+] (K2CO3), C(C1=CC=CC=C1)Br (benzyl bromide). The yield is 46.2%. The product is C(C1=CC=CC=C1)OCC(CO)(F)F (3-Benzyloxy-2,2-difluoropropan-1-ol). Run in CN(C)C=O (DMF), C(C)(=O)OCC (ethyl acetate). Reported procedure: A suspension of 2,2-difluoropropane-1,3-diol (Compound 59I, 6.0 g, 53.5 mmol), 4-fluorophenylboronic acid (1.5 g, 10.7 mmol) and K2CO3 (11.0 g, 80.3 mmol) in DMF (50 mL) was treated with benzyl bromide (8.9 mL, 74.9 mmol). The reaction mixture was stirred at RT for 72 h, diluted with ethyl acetate (200 mL) and washed with water (5×100 mL). The organic layer was dried over Na2SO4, filtered and concentrated to give yellow oil which was purified by column chromatography (SiO2, 20% ethyl acetate/hex... Reactants: CC(C)NCCCN, Cl, O=[N+]([O-])c1ccc(S(=O)(=O)Cl)cc1. Product: CC(C)NCCCNS(=O)(=O)c1ccc([N+](=O)[O-])cc1. As a reaction SMILES: [CH:14]([CH3:15])([CH3:16])[NH:17][CH2:18][CH2:19][CH2:20][NH2:21].[ClH:22].[N+:1](=[O:2])([O-:3])[c:4]1[cH:5][cH:6][c:7]([S:10](=[O:11])(=[O:12])[Cl:13])[cH:8][cH:9]1>>[N+:1](=[O:2])([O-:3])[c:4]1[cH:5][cH:6][c:7]([S:10](=[O:11])(=[O:12])[NH:21][CH2:20][CH2:19][CH2:18][NH:17][CH:14]([CH3:15])[CH3:16])[cH:8][cH:9]1. The reactants are Cc1ccc(S(=O)(=O)OCC2C=Cc3ccc4c(ccn4S(=O)(=O)c4ccc(C)cc4)c3O2)cc1, CCO. Product: Cc1ccc(S(=O)(=O)OCC2CCc3ccc4c(ccn4S(=O)(=O)c4ccc(C)cc4)c3O2)cc1. RXN SMILES: [CH3:1][c:2]1[cH:3][cH:4][c:5]([S:8](=[O:9])(=[O:10])[O:11][CH2:12][CH:13]2[CH:14]=[CH:15][c:16]3[c:17]([c:18]4[cH:19][cH:20][n:21]([S:25](=[O:26])(=[O:27])[c:28]5[cH:29][cH:30][c:31]([CH3:34])[cH:32][cH:33]5)[c:22]4[cH:23][cH:24]3)[O:35]2)[cH:6][cH:7]1.[CH3:36][CH2:37][OH:38]>>[CH3:1][c:2]1[cH:3][cH:4][c:5]([S:8](=[O:9])(=[O:10])[O:11][CH2:12][CH:13]2[CH2:14][CH2:15][c:16]3[c:17]([c:18]4[cH:19][cH:20][n:21]([S:25](=[O:26])(=[O:27])[c:28]5[cH:29][cH:30][c:31]([CH3:34])[cH:32][cH:33]5)[c:22]4[cH:23][cH:24]3)[O:35]2)[cH:6][cH:7]1. The reactants are C([O-])([O-])=O.[K+].[K+] (potassium carbonate), BrC1=C(C=CC(=C1)F)O (2-bromo-4-fluorophenol), C1(=CC=C(C=C1)S(=O)(=O)[O-])C.[NH+]1=CC=CC=C1 (pyridinium p-toluenesulfonate), [Cl-].[Na+] (sodium chloride), O1CCCC=C1 (3,4-dihydropyran). Solvent: ClCCl (dichloromethane), O (water), ClCCl (dichloromethane). Reaction conditions: time 24 hour. Yields the product BrC1=C(C=CC(=C1)F)OC1OCCCC1 (2-Bromo-4-fluoro-1-(tetrahydropyran-2-yloxy)benzene). Reaction SMILES: [O:1]1[CH:6]=[CH:5][CH2:4][CH2:3][CH2:2]1.C1(C)C=CC(S([O-])(=O)=O)=CC=1.[NH+]1C=CC=CC=1.[Br:24][C:25]1[CH:30]=[C:29]([F:31])[CH:28]=[CH:27][C:26]=1[OH:32].C(=O)([O-])[O-].[K+].[K+].[Cl-].[Na+]>ClCCl.O>[Br:24][C:25]1[CH:30]=[C:29]([F:31])[CH:28]=[CH:27][C:26]=1[O:32][CH:6]1[CH2:5][CH2:4][CH2:3][CH2:2][O:1]1 |f:1.2,4.5.6,7.8|. Procedure details: A mixture of 478.0 ml (5.24 mol) of 3,4-dihydropyran and 750 ml of dichloromethane was admixed with 65.4 g (260 mmol) of pyridinium p-toluenesulfonate. Subsequently, a solution of 500.0 g (2.62 mmol) of 2-bromo-4-fluorophenol in 500 ml of dichloromethane was added dropwise. After stirring for 24 h, the reaction mixture was admixed with a solution of 50 g of potassium carbonate in 500 ml of water, and then with 500 ml of saturated sodium chloride solution. The organic phase was removed, dried ove... Reactants: O=C(Cl)C1CC1, COc1ccc2c(c1)CCC(c1ccc(OC)cc1NCc1ccc(OCCN3CCCCC3)c(F)c1)C2. Yields the product COc1ccc2c(c1)CCC(c1ccc(OC)cc1N(Cc1ccc(OCCN3CCCCC3)c(F)c1)CC1CC1)C2. RXN SMILES: [CH:39]1([C:42]([Cl:43])=[O:44])[CH2:40][CH2:41]1.[F:1][c:2]1[cH:3][c:4]([CH2:5][NH:6][c:7]2[c:8]([CH:15]3[CH2:16][c:17]4[cH:18][cH:19][c:20]([O:25][CH3:26])[cH:21][c:22]4[CH2:23][CH2:24]3)[cH:9][cH:10][c:11]([O:13][CH3:14])[cH:12]2)[cH:27][cH:28][c:29]1[O:30][CH2:31][CH2:32][N:33]1[CH2:34][CH2:35][CH2:36][CH2:37][CH2:38]1>>[F:1][c:2]1[cH:3][c:4]([CH2:5][N:6]([c:7]2[c:8]([CH:15]3[CH2:16][c:17]4[cH:18][cH:19][c:20]([O:25][CH3:26])[cH:21][c:22]4[CH2:23][CH2:24]3)[cH:9][cH:10][c:11]([O:13][CH3:14])[cH:12]2)[CH2:42][CH:39]2[CH2:40][CH2:41]2)[cH:27][cH:28][c:29]1[O:30][CH2:31][CH2:32][N:33]1[CH2:34][CH2:35][CH2:36][CH2:37][CH2:38]1. Reactants: NC(=O)c1c(NC(=O)CBr)sc2c1CCCC2, N#Cc1c[nH]nc1C(F)(F)F, [H-], [Na+], CN(C)C=O, O. The product is N#Cc1cn(CC(=O)Nc2sc3c(c2C(N)=O)CCCC3)nc1C(F)(F)F. As a reaction SMILES: [Br:14][CH2:15][C:16](=[O:17])[NH:18][c:19]1[c:20]([C:28](=[O:29])[NH2:30])[c:21]2[c:22]([s:23]1)[CH2:24][CH2:25][CH2:26][CH2:27]2.[F:3][C:4]([c:5]1[n:6][nH:7][cH:8][c:9]1[C:10]#[N:11])([F:12])[F:13].[H-:2].[Na+:1].[O:32]=[CH:33][N:34]([CH3:35])[CH3:36].[OH2:31]>>[F:3][C:4]([c:5]1[n:6][n:7]([CH2:15][C:16](=[O:17])[NH:18][c:19]2[c:20]([C:28](=[O:29])[NH2:30])[c:21]3[c:22]([s:23]2)[CH2:24][CH2:25][CH2:26][CH2:27]3)[cH:8][c:9]1[C:10]#[N:11])([F:12])[F:13].